From a dataset of the Open Reaction Database (ORD), a public repository of structured organic reaction records. describe an organic reaction: reactants, conditions, products, and yield The reactants are COc1ccc(CON)cc1, Cc1ccc(C(=O)O)cc1C(=O)c1ccc(Nc2ccc(F)cc2F)cc1Cl. The product is COc1ccc(CONC(=O)c2ccc(C)c(C(=O)c3ccc(Nc4ccc(F)cc4F)cc3Cl)c2)cc1. As a reaction SMILES: [CH3:29][O:30][c:31]1[cH:32][cH:33][c:34]([CH2:35][O:36][NH2:37])[cH:38][cH:39]1.[Cl:1][c:2]1[c:3]([C:4](=[O:5])[c:6]2[cH:7][c:8]([C:9](=[O:10])[OH:11])[cH:12][cH:13][c:14]2[CH3:15])[cH:16][cH:17][c:18]([NH:20][c:21]2[c:22]([F:28])[cH:23][c:24]([F:27])[cH:25][cH:26]2)[cH:19]1>>[Cl:1][c:2]1[c:3]([C:4](=[O:5])[c:6]2[cH:7][c:8]([C:9](=[O:10])[NH:37][O:36][CH2:35][c:34]3[cH:33][cH:32][c:31]([O:30][CH3:29])[cH:39][cH:38]3)[cH:12][cH:13][c:14]2[CH3:15])[cH:16][cH:17][c:18]([NH:20][c:21]2[c:22]([F:28])[cH:23][c:24]([F:27])[cH:25][cH:26]2)[cH:19]1.